Dataset: the Open Reaction Database (ORD), a public repository of structured organic reaction records. Task: describe an organic reaction: reactants, conditions, products, and yield Reactants: CC1Cc2ccc(-c3ccc(C(=O)O)nc3)cc2CN1c1cc(N2CCN(C)CC2)nc(N)n1, OC1CCNC1. Product: CC1Cc2ccc(-c3ccc(C(=O)N4CCC(O)C4)nc3)cc2CN1c1cc(N2CCN(C)CC2)nc(N)n1. RXN SMILES: [NH2:1][c:2]1[n:3][c:4]([N:28]2[CH2:29][CH2:30][N:31]([CH3:34])[CH2:32][CH2:33]2)[cH:5][c:6]([N:8]2[CH2:9][c:10]3[cH:11][c:12](-[c:19]4[cH:20][cH:21][c:22]([C:25](=[O:26])[OH:27])[n:23][cH:24]4)[cH:13][cH:14][c:15]3[CH2:16][CH:17]2[CH3:18])[n:7]1.[OH:35][CH:36]1[CH2:37][NH:38][CH2:39][CH2:40]1>>[NH2:1][c:2]1[n:3][c:4]([N:28]2[CH2:29][CH2:30][N:31]([CH3:34])[CH2:32][CH2:33]2)[cH:5][c:6]([N:8]2[CH2:9][c:10]3[cH:11][c:12](-[c:19]4[cH:20][cH:21][c:22]([C:25](=[O:27])[N:38]5[CH2:37][CH:36]([OH:35])[CH2:40][CH2:39]5)[n:23][cH:24]4)[cH:13][cH:14][c:15]3[CH2:16][CH:17]2[CH3:18])[n:7]1. Reactants: FB(F)F, [BH4-], Cl, [Na+], C1CCOC1, C1CCOC1, O=C(CCOCCc1ccc2sccc2c1)N1CC(O)C1. The product is OC1CN(CCCOCCc2ccc3sccc3c2)C1. As a reaction SMILES: [B:29]([F:30])([F:31])[F:32].[BH4-:22].[ClH:33].[Na+:23].[O:24]1[CH2:25][CH2:26][CH2:27][CH2:28]1.[O:34]1[CH2:35][CH2:36][CH2:37][CH2:38]1.[s:1]1[cH:2][cH:3][c:4]2[c:5]1[cH:6][cH:7][c:8]([CH2:10][CH2:11][O:12][CH2:13][CH2:14][C:15](=[O:16])[N:17]1[CH2:18][CH:19]([OH:21])[CH2:20]1)[cH:9]2>>[s:1]1[cH:2][cH:3][c:4]2[c:5]1[cH:6][cH:7][c:8]([CH2:10][CH2:11][O:12][CH2:13][CH2:14][CH2:15][N:17]1[CH2:18][CH:19]([OH:21])[CH2:20]1)[cH:9]2. Starting materials: FC1=C(CC=2C(=C(C3=C([C@@H]4CCCN4C3=O)N2)C2=CC=C(C(=O)O)C=C2)NC(C(F)(F)F)=O)C=CC(=C1)F (4-{(9aS)-2-(2,4-difluorobenzyl)-5-oxo-3-[(trifluoroacetyl)amino]-7,8,9,9a-tetrahydro-5H-pyrido[2,3-a]pyrrolizin-4-yl}benzoic acid), Cl.CN(CCCN=C=NCC)C (1-(3-Dimethylaminopropyl)-3-ethylcarbodiimide hydrochloride), O.ON1N=NC2=C1C=CC=C2 (1-hydroxybenzotriazole hydrate), N[C@@H]1CCC2=CC=CC=C12 ((R)-(−)-1-aminoindan). The solvent is ClCCl (dichloromethane), ClCCl (dichloromethane). Run at time 3 hour. Product: FC1=C(CC=2C(=C(C3=C([C@@H]4CCCN4C3=O)N2)C2=CC=C(C(=O)N[C@@H]3CCC4=CC=CC=C34)C=C2)NC(C(F)(F)F)=O)C=CC(=C1)F (4-{(9aS)-2-(2,4-difluorobenzyl)-5-oxo-3-[(trifluoroacetyl)amino]-7,8,9,9a-tetrahydro-5H-pyrido[2,3-α]pyrrolizin-4-yl}-N-[(1R)-2,3-dihydro-1H-inden-1-yl]benzamide). RXN SMILES: [F:1][C:2]1[CH:37]=[C:36]([F:38])[CH:35]=[CH:34][C:3]=1[CH2:4][C:5]1[C:6]([NH:27][C:28](=[O:33])[C:29]([F:32])([F:31])[F:30])=[C:7]([C:18]2[CH:26]=[CH:25][C:21]([C:22]([OH:24])=O)=[CH:20][CH:19]=2)[C:8]2[C:15](=[O:16])[N:14]3[C@@H:10]([CH2:11][CH2:12][CH2:13]3)[C:9]=2[N:17]=1.Cl.CN(C)CCCN=C=NCC.O.ON1C2C=CC=CC=2N=N1.[NH2:62][C@H:63]1[C:71]2[C:66](=[CH:67][CH:68]=[CH:69][CH:70]=2)[CH2:65][CH2:64]1>ClCCl>[F:1][C:2]1[CH:37]=[C:36]([F:38])[CH:35]=[CH:34][C:3]=1[CH2:4][C:5]1[C:6]([NH:27][C:28](=[O:33])[C:29]([F:30])([F:32])[F:31])=[C:7]([C:18]2[CH:26]=[CH:25][C:21]([C:22]([NH:62][C@H:63]3[C:71]4[C:66](=[CH:67][CH:68]=[CH:69][CH:70]=4)[CH2:65][CH2:64]3)=[O:24])=[CH:20][CH:19]=2)[C:8]2[C:15](=[O:16])[N:14]3[C@@H:10]([CH2:11][CH2:12][CH2:13]3)[C:9]=2[N:17]=1 |f:1.2,3.4|. Reported procedure: To the 2.0 ml dichloromethane solution containing the acid (G, 4-{(9aS)-2-(2,4-difluorobenzyl)-5-oxo-3-[(trifluoroacetyl)amino]-7,8,9,9a-tetrahydro-5H-pyrido[2,3-a]pyrrolizin-4-yl}benzoic acid, 956 mg, 1.8 mmol), 1-(3-Dimethylaminopropyl)-3-ethylcarbodiimide hydrochloride (691 mg, 3.6 mmol) and 1-hydroxybenzotriazole hydrate, 480 mg (R)-(−)-1-aminoindan (3.6 mmol) was added. The resulting mixture was stirred at room temperature for 3 hours. Diluted with dichloromethane. Washed with water and bri... Reactants: CCSCCO, CCCCP(CCCC)CCCC, CCOCC, O=C(N=NC(=O)N1CCCCC1)N1CCCCC1, C1CCOC1, Cc1cc(O)cc(C)c1-c1cccc(COc2ccc(CCC(=O)OC(C)(C)C)cc2)c1. Product: CCSCCOc1cc(C)c(-c2cccc(COc3ccc(CCC(=O)OC(C)(C)C)cc3)c2)c(C)c1. As a reaction SMILES: [CH2:33]([CH3:34])[S:35][CH2:36][CH2:37][OH:38].[CH2:39]([P:40]([CH2:41][CH2:42][CH2:43][CH3:44])[CH2:45][CH2:46][CH2:47][CH3:48])[CH2:49][CH2:50][CH3:51].[CH3:75][CH2:76][O:77][CH2:78][CH3:79].[N:52]([C:53]([N:54]1[CH2:55][CH2:56][CH2:57][CH2:58][CH2:59]1)=[O:60])=[N:61][C:62]([N:63]1[CH2:64][CH2:65][CH2:66][CH2:67][CH2:68]1)=[O:69].[O:70]1[CH2:71][CH2:72][CH2:73][CH2:74]1.[OH:1][c:2]1[cH:3][c:4]([CH3:32])[c:5](-[c:9]2[cH:10][c:11]([CH2:15][O:16][c:17]3[cH:18][cH:19][c:20]([CH2:23][CH2:24][C:25](=[O:26])[O:27][C:28]([CH3:29])([CH3:30])[CH3:31])[cH:21][cH:22]3)[cH:12][cH:13][cH:14]2)[c:6]([CH3:8])[cH:7]1>>[O:1]([c:2]1[cH:3][c:4]([CH3:32])[c:5](-[c:9]2[cH:10][c:11]([CH2:15][O:16][c:17]3[cH:18][cH:19][c:20]([CH2:23][CH2:24][C:25](=[O:26])[O:27][C:28]([CH3:29])([CH3:30])[CH3:31])[cH:21][cH:22]3)[cH:12][cH:13][cH:14]2)[c:6]([CH3:8])[cH:7]1)[CH2:37][CH2:36][S:35][CH2:33][CH3:34]. Run at time 3 hour. Isolated yield 68.8%. Product: C1=C(C=CC2=CC=CC=C12)C(=O)CCC=1C=NC=CC1 ((2-naphthyl) [2-(3-pyridyl)ethyl]ketone). The reactants are C1=C(C=CC2=CC=CC=C12)C(=O)\C=C\C=1C=NC=CC1 ((2-naphthyl) [(E)-2-(3-pyridyl)-1-ethenyl]ketone). The reagents and catalysts are [Pd] (palladium black). As a reaction SMILES: [CH:1]1[C:10]2[C:5](=[CH:6][CH:7]=[CH:8][CH:9]=2)[CH:4]=[CH:3][C:2]=1[C:11](/[CH:13]=[CH:14]/[C:15]1[CH:16]=[N:17][CH:18]=[CH:19][CH:20]=1)=[O:12]>CC(O)=O.CO.C(Cl)Cl.[Pd]>[CH:1]1[C:10]2[C:5](=[CH:6][CH:7]=[CH:8][CH:9]=2)[CH:4]=[CH:3][C:2]=1[C:11]([CH2:13][CH2:14][C:15]1[CH:16]=[N:17][CH:18]=[CH:19][CH:20]=1)=[O:12] |f:1.2.3|. Reported procedure: A mixture of (2-naphthyl) [(E)-2-(3-pyridyl)-1-ethenyl]ketone (5.02 g) and palladium black (0.15 g) in AcOH—MeOH—CH2Cl2 (4 ml/50 ml/20 ml) was stirred under hydrogen atmosphere at room temperature for 3 hours. The catalyst was filtered off and the filtrate was concentrated in vacuo. The residue dissolved in ethyl acetate, washed with saturated aqueous NaHCO3 solution and brine, and dried. After removal of the solvent, the residue was recrystallized from hexane-ethyl acetate to give the titled co... Run in CC(=O)O.CO.C(Cl)Cl (AcOH MeOH CH2Cl2). Starting materials: ClC1=NN=CC2=CC(=CC=C12)C=1C=C(C(=O)OC)C=CC1C (methyl 3-(1-chlorophthalazin-6-yl)-4-methylbenzoate), CN(C)C=O (DMF). Reagents/catalysts: C1=CC=C(C=C1)/C=C/C(=O)/C=C/C2=CC=CC=C2.C1=CC=C(C=C1)/C=C/C(=O)/C=C/C2=CC=CC=C2.C1=CC=C(C=C1)/C=C/C(=O)/C=C/C2=CC=CC=C2.C(Cl)(Cl)Cl.[Pd].[Pd] (tris(dibenzylideneacetone)dipalladium(0) chloroform adduct), C1(=CC=CC=C1)P([C-]1C=CC=C1)C1=CC=CC=C1.[C-]1(C=CC=C1)P(C1=CC=CC=C1)C1=CC=CC=C1.[Fe+2] (1,1′-bis(diphenylphosphino)ferrocene), [C-]#N.[Zn+2].[C-]#N (zinc cyanide). Solvent: C(C)(=O)OCC (ethyl acetate). Run at temperature 100 celsius. Yields the product C(#N)C1=NN=CC2=CC(=CC=C12)C=1C=C(C(=O)OC)C=CC1C (Methyl 3-(1-cyanophthalazin-6-yl)-4-methylbenzoate). Reaction SMILES: Cl[C:2]1[C:11]2[C:6](=[CH:7][C:8]([C:12]3[CH:13]=[C:14]([CH:19]=[CH:20][C:21]=3[CH3:22])[C:15]([O:17][CH3:18])=[O:16])=[CH:9][CH:10]=2)[CH:5]=[N:4][N:3]=1.[CH3:23][N:24](C=O)C>C(OCC)(=O)C.[C-]#N.[Zn+2].[C-]#N.C1C=CC(/C=C/C(/C=C/C2C=CC=CC=2)=O)=CC=1.C1C=CC(/C=C/C(/C=C/C2C=CC=CC=2)=O)=CC=1.C1C=CC(/C=C/C(/C=C/C2C=CC=CC=2)=O)=CC=1.C(Cl)(Cl)Cl.[Pd].[Pd].C1(P(C2C=CC=CC=2)[C-]2C=CC=C2)C=CC=CC=1.[C-]1(P(C2C=CC=CC=2)C2C=CC=CC=2)C=CC=C1.[Fe+2]>[C:23]([C:2]1[C:11]2[C:6](=[CH:7][C:8]([C:12]3[CH:13]=[C:14]([CH:19]=[CH:20][C:21]=3[CH3:22])[C:15]([O:17][CH3:18])=[O:16])=[CH:9][CH:10]=2)[CH:5]=[N:4][N:3]=1)#[N:24] |f:3.4.5,6.7.8.9.10.11,12.13.14|. Procedure details: To methyl 3-(1-chlorophthalazin-6-yl)-4-methylbenzoate (2.49 g, 7.96 mmol) and zinc cyanide (1.87 g, 15.9 mmol) was added DMF (39.8 mL). The mixture was sparged with nitrogen for 15 min, and tris(dibenzylideneacetone)dipalladium(0) chloroform adduct (0.330 g, 0.318 mmol) and 1,1′-bis(diphenylphosphino)ferrocene (0.177 g, 0.318 mmol) were added. The reaction was heated to 100° C. for 30 min. The reaction mixture was diluted with 100 mL ethyl acetate, partitioned with sodium bicarbonate (saturated... Reactants: ClC1=C2C3=C(C(NC2=NC=C1)=O)C=CC=C3 (1-Chloro-5H-benzo[c][1,8]naphthyridin-6-one), COC=1C=C(C=CC1)O (3-methoxyphenol), C([O-])([O-])=O.[K+].[K+] (potassium carbonate). Solvent: CN(C)C=O (DMF), O (H2O). Run at temperature 100 celsius, time 8 hour. The product is COC1=CC=C(OC2=C3C4=C(C(NC3=NC=C2)=O)C=CC=C4)C=C1 (1-(4-Methoxy-phenoxy)-5H-benzo[c][1,8]naphthyridin-6-one). The yield is 9.7%. RXN SMILES: Cl[C:2]1[CH:11]=[CH:10][N:9]=[C:8]2[C:3]=1[C:4]1[CH:16]=[CH:15][CH:14]=[CH:13][C:5]=1[C:6](=[O:12])[NH:7]2.[CH3:17][O:18][C:19]1[CH:20]=[C:21](O)[CH:22]=[CH:23][CH:24]=1.C(=O)([O-])[O-:27].[K+].[K+]>CN(C=O)C.O>[CH3:17][O:18][C:19]1[CH:20]=[CH:21][C:22]([O:27][C:2]2[CH:11]=[CH:10][N:9]=[C:8]3[C:3]=2[C:4]2[CH:16]=[CH:15][CH:14]=[CH:13][C:5]=2[C:6](=[O:12])[NH:7]3)=[CH:23][CH:24]=1 |f:2.3.4|. Procedure details: 1-Chloro-5H-benzo[c][1,8]naphthyridin-6-one (30 mg, 0.13 mmol), 3-methoxyphenol (48 mg, 0.39 mmol), and potassium carbonate (90 mg, 0.65 mmol) were suspended in DMF (2 mL), and stirred overnight at 100° C. The reaction mixture was diluted with H2O, and extracted with EtOAc. The organic extracts were washed with brine, dried over MgSO4, filtered, and concentrated. The crude product was purified via Biotage eluting with a gradient of 25 to 75% EtOAc in hexanes to provide 125 (4 mg, 10% yield) as a...